This data is from the Open Reaction Database (ORD), a public repository of structured organic reaction records. The task is: describe an organic reaction: reactants, conditions, products, and yield Reactants: C=1(C(=CC=CC1)S(=O)(=O)Cl)C (Toluenesulphonyl chloride), OCCOC1=CC=C(CC2C(NC(S2)=O)=O)C=C1 (5-[4-(2-Hydroxyethoxy)Benzyl]-2,4-Thiazolidinedione), N1=CC=CC=C1 (pyridine), O (water). Conditions: time 8 hour. The product is S(=O)(=O)(C1=CC=C(C)C=C1)OCCOC1=CC=C(CC2C(NC(S2)=O)=O)C=C1 (5-[4-(2-Tosyloxyethoxy)Benzyl]-2,4-Thiazolidinedione). RXN SMILES: [OH:1][CH2:2][CH2:3][O:4][C:5]1[CH:18]=[CH:17][C:8]([CH2:9][CH:10]2[S:14][C:13](=[O:15])[NH:12][C:11]2=[O:16])=[CH:7][CH:6]=1.[C:19]1(C)[C:20]([S:25](Cl)(=[O:27])=[O:26])=[CH:21][CH:22]=[CH:23][CH:24]=1.O.N1C=CC=C[CH:32]=1>>[S:25]([O:1][CH2:2][CH2:3][O:4][C:5]1[CH:18]=[CH:17][C:8]([CH2:9][CH:10]2[S:14][C:13](=[O:15])[NH:12][C:11]2=[O:16])=[CH:7][CH:6]=1)([C:20]1[CH:19]=[CH:24][C:23]([CH3:32])=[CH:22][CH:21]=1)(=[O:26])=[O:27]. Reported procedure: A solution of 5-[4-(2-Hydroxyethoxy)Benzyl]-2,4-Thiazolidinedione (5.34 g) in pyridine (50 ml) was cooled to below 5° C. Toluenesulphonyl chloride (3.82 g) was added portionwise to the stirred solution and the mixture was allowed to stand overnight at below 5° C. The solution was poured into water (200 ml) and extracted with dichloromethane (2×200 ml). The organic extracts washed with 5% hydrochloric acid solution and water, dried (MgSO4), filtered and evaporated under reduced pressure to give a... The reactants are O (water), [H-].[Na+] (sodium hydride), Cl.N1=C(C=CC=C1)CCl (2-Picolyl chloride hydrochloride), OC1=CC=C(C=CC(=O)OCC)C=C1 (ethyl 4-hydroxycinnamate). Solvent: CN(C=O)C (dimethylformamide). Run at time 1 hour. The product is N1=C(C=CC=C1)COC1=CC=C(C=CC(=O)OCC)C=C1 (ethyl 4-(2-pyridylmethoxy)cinnamate). The yield is 51.0%. RXN SMILES: [H-].[Na+].[OH:3][C:4]1[CH:16]=[CH:15][C:7]([CH:8]=[CH:9][C:10]([O:12][CH2:13][CH3:14])=[O:11])=[CH:6][CH:5]=1.Cl.[N:18]1[CH:23]=[CH:22][CH:21]=[CH:20][C:19]=1[CH2:24]Cl.O>CN(C)C=O>[N:18]1[CH:23]=[CH:22][CH:21]=[CH:20][C:19]=1[CH2:24][O:3][C:4]1[CH:5]=[CH:6][C:7]([CH:8]=[CH:9][C:10]([O:12][CH2:13][CH3:14])=[O:11])=[CH:15][CH:16]=1 |f:0.1,3.4|. Reported procedure: To a suspension of sodium hydride (60% active, 125 mg) in dimethylformamide (2 ml) at ambient temperature was added ethyl 4-hydroxycinnamate (250 mg) under nitrogen atmosphere, and the mixture was stirred for 1 hour. 2-Picolyl chloride hydrochloride (256 mg) was added to the mixture at the same temperature, and allowed to stand for 16 hours. The reaction mixture was poured into water, extracted with ethyl acetate. The organic layer was washed with water, dried over magnesium sulfate and evaporat... Reactants: C(C1=CC=CC=C1)(=O)OC[C@H]1O[C@H]([C@@H](C1)OC(C)=O)N1C(SC2=C1N=C(NC2=O)N)=O ([(2S,4R,5R)-4-acetoxy-5-(5-amino-2,7-dioxo-6H-thiazolo[4,5-d]pyrimidin-3-yl)tetrahydrofuran-2-yl]methyl benzoate), C(C1=CC=CC=C1)(=O)OC[C@H]1O[C@H]([C@@H](C1)OC(C)=O)N1C(SC2=C1N=C(NC2=O)N)=O ([(2S,4R,5R)-4-acetoxy-5-(5-amino-2,7-dioxo-6H-thiazolo[4,5-d]pyrimidin-3-yl)tetrahydrofuran-2-yl]methyl benzoate), C([O-])([O-])=O.[K+].[K+] (potassium carbonate). The solvent is CO (methanol). Conditions: time 3.5 hour. Yields the product NC=1NC(C2=C(N1)N(C(S2)=O)[C@@H]2O[C@@H](C[C@H]2O)CO)=O (5-amino-3-[(2R,3R,5S)-3-hydroxy-5-(hydroxymethyl)tetrahydrofuran-2-yl]-6H-thiazolo[4,5-d]pyrimidine-2,7-dione), C(C1=CC=CC=C1)(=O)OC[C@H]1O[C@H]([C@@H](C1)O)N1C(SC2=C1N=C(NC2=O)N)=O ([(2S,4R,5R)-5-(5-amino-2,7-dioxo-6H-thiazolo[4,5-d]pyrimidin-3-yl)-4-hydroxy-tetrahydrofuran-2-yl]methyl benzoate). Reaction SMILES: [C:1]([O:9][CH2:10][C@@H:11]1[CH2:15][C@@H:14]([O:16]C(=O)C)[C@H:13]([N:20]2[C:24]3[N:25]=[C:26]([NH2:30])[NH:27][C:28](=[O:29])[C:23]=3[S:22][C:21]2=[O:31])[O:12]1)(=[O:8])[C:2]1[CH:7]=[CH:6][CH:5]=[CH:4][CH:3]=1.C(=O)([O-])[O-].[K+].[K+]>CO>[NH2:30][C:26]1[NH:27][C:28](=[O:29])[C:23]2[S:22][C:21](=[O:31])[N:20]([C@H:13]3[C@H:14]([OH:16])[CH2:15][C@@H:11]([CH2:10][OH:9])[O:12]3)[C:24]=2[N:25]=1.[C:1]([O:9][CH2:10][C@@H:11]1[CH2:15][C@@H:14]([OH:16])[C@H:13]([N:20]2[C:24]3[N:25]=[C:26]([NH2:30])[NH:27][C:28](=[O:29])[C:23]=3[S:22][C:21]2=[O:31])[O:12]1)(=[O:8])[C:2]1[CH:7]=[CH:6][CH:5]=[CH:4][CH:3]=1 |f:1.2.3|. Procedure: A mixture of [(2S,4R,5R)-4-acetoxy-5-(5-amino-2,7-dioxo-6H-thiazolo[4,5-d]pyrimidin-3-yl)tetrahydrofuran-2-yl]methyl benzoate (compound 38a, 4.72 g, 10.6 mmol) and potassium carbonate (1.46 g, 10.6 mmol) in methanol (106 mL) was stirred at room temperature for 3.5 hours. The reaction was quenched by addition of acetic acid (1.5 mL). The resulting mixture was concentrated in vacuo to remove the solvent and the residue was purified by column chromatography on silica gel (eluting with 0-5% methanol... The reactants are COc1ccc(CO)cc1, CC(C)(C)[O-], CC(C)(C)O, Cc1ccccc1, ClCCl, [K+], O=C(c1ccc(Oc2nccnc2-c2cccnc2F)cc1)c1nc2ccccc2[nH]1. Yields the product COc1ccc(COc2ncccc2-c2nccnc2Oc2ccc(C(=O)c3nc4ccccc4[nH]3)cc2)cc1. Reaction SMILES: [CH3:32][O:33][c:34]1[cH:35][cH:36][c:37]([CH2:38][OH:39])[cH:40][cH:41]1.[CH3:42][C:43]([CH3:44])([O-:45])[CH3:46].[CH3:48][C:49]([OH:50])([CH3:51])[CH3:52].[CH3:53][c:54]1[cH:55][cH:56][cH:57][cH:58][cH:59]1.[Cl:60][CH2:61][Cl:62].[K+:47].[nH:1]1[c:2]([C:10](=[O:11])[c:12]2[cH:13][cH:14][c:15]([O:18][c:19]3[n:20][cH:21][cH:22][n:23][c:24]3-[c:25]3[c:26]([F:31])[n:27][cH:28][cH:29][cH:30]3)[cH:16][cH:17]2)[n:3][c:4]2[c:5]1[cH:6][cH:7][cH:8][cH:9]2>>[nH:1]1[c:2]([C:10](=[O:11])[c:12]2[cH:13][cH:14][c:15]([O:18][c:19]3[n:20][cH:21][cH:22][n:23][c:24]3-[c:25]3[c:26]([O:39][CH2:38][c:37]4[cH:36][cH:35][c:34]([O:33][CH3:32])[cH:41][cH:40]4)[n:27][cH:28][cH:29][cH:30]3)[cH:16][cH:17]2)[n:3][c:4]2[c:5]1[cH:6][cH:7][cH:8][cH:9]2. The reactants are CC(C)(C)OC(=O)NCCc1ccc(Br)cn1, O=C([O-])[O-], COc1ccc2nccc(OS(=O)(=O)C(F)(F)F)c2n1, CC(=O)[O-], ClCCl, [K+], [K+], [K+]. Product: COc1ccc2nccc(-c3ccc(CCNC(=O)OC(C)(C)C)nc3)c2n1. Reaction SMILES: [Br:35][c:36]1[cH:37][cH:38][c:39]([CH2:42][CH2:43][NH:44][C:45]([O:46][C:47]([CH3:48])([CH3:49])[CH3:50])=[O:51])[n:40][cH:41]1.[C:29](=[O:30])([O-:31])[O-:32].[CH3:1][O:2][c:3]1[n:4][c:5]2[c:6]([O:13][S:14]([C:15]([F:16])([F:17])[F:18])(=[O:19])=[O:20])[cH:7][cH:8][n:9][c:10]2[cH:11][cH:12]1.[CH3:22][C:23](=[O:24])[O-:25].[Cl:26][CH2:27][Cl:28].[K+:21].[K+:33].[K+:34]>>[CH3:1][O:2][c:3]1[n:4][c:5]2[c:6](-[c:36]3[cH:37][cH:38][c:39]([CH2:42][CH2:43][NH:44][C:45]([O:46][C:47]([CH3:48])([CH3:49])[CH3:50])=[O:51])[n:40][cH:41]3)[cH:7][cH:8][n:9][c:10]2[cH:11][cH:12]1. Yields the product COc1ncc(C(=O)c2cn(Cc3cccc(Cl)c3)c3ccccc3c2=O)cc1C. RXN SMILES: [CH2:41]1[O:42][CH2:43][CH2:44][CH2:45]1.[CH3:1][O:2][N:3]([C:4](=[O:5])[c:6]1[cH:7][n:8]([CH2:17][c:18]2[cH:19][c:20]([Cl:24])[cH:21][cH:22][cH:23]2)[c:9]2[cH:10][cH:11][cH:12][cH:13][c:14]2[c:15]1=[O:16])[CH3:25].[CH:37]([Mg+:38])([CH3:39])[CH3:40].[Cl-:36].[I:26][c:27]1[cH:28][c:29]([CH3:35])[c:30]([O:33][CH3:34])[n:31][cH:32]1>>[C:4](=[O:5])([c:6]1[cH:7][n:8]([CH2:17][c:18]2[cH:19][c:20]([Cl:24])[cH:21][cH:22][cH:23]2)[c:9]2[cH:10][cH:11][cH:12][cH:13][c:14]2[c:15]1=[O:16])[c:27]1[cH:28][c:29]([CH3:35])[c:30]([O:33][CH3:34])[n:31][cH:32]1. The reactants are C1CCOC1, CON(C)C(=O)c1cn(Cc2cccc(Cl)c2)c2ccccc2c1=O, CC(C)[Mg+], [Cl-], COc1ncc(I)cc1C. Starting materials: C(C1=CC=CC=C1)OC(=O)N[C@@H](CC1=CNC=N1)C(=O)N1[C@H](C(=O)NC2=CC=CC=C2)CCC1 (Nα -benzyloxycarbonyl-L-histidyl-N-phenyl-L-prolinamide), Br (hydrobromic acid), C(C)(=O)O (acetic acid). The yield is 161.4%. RXN SMILES: C(OC([NH:11][C@H:12]([C:19]([N:21]1[CH2:34][CH2:33][CH2:32][C@H:22]1[C:23]([NH:25][C:26]1[CH:31]=[CH:30][CH:29]=[CH:28][CH:27]=1)=[O:24])=[O:20])[CH2:13][C:14]1[N:18]=[CH:17][NH:16][CH:15]=1)=O)C1C=CC=CC=1.Br.C(O)(=O)C>CCOCC>[NH2:11][C@H:12]([C:19]([N:21]1[CH2:34][CH2:33][CH2:32][C@H:22]1[C:23]([NH:25][C:26]1[CH:31]=[CH:30][CH:29]=[CH:28][CH:27]=1)=[O:24])=[O:20])[CH2:13][C:14]1[N:18]=[CH:17][NH:16][CH:15]=1. Yields the product N[C@@H](CC1=CNC=N1)C(=O)N1[C@H](C(=O)NC2=CC=CC=C2)CCC1 (L-histidyl-N-phenyl-L-prolinamide). Reaction conditions: time 1 hour. Procedure details: To 1.79 g of compound (95) was added 19 ml of 25% hydrobromic acid--acetic acid cooled in an ice bath followed by stirring one hour at room temperature. The reaction mixture was added to 190 ml of desiccator ether and precipitates thus formed were quickly collected by filtration and dried overnight in a desiccator containing potassium hydroxide to provide 2.05 g of L-histidyl-N-phenyl-L-prolinamide.2-hydrobromide (96). Solvent: CCOCC (ether).